describe an organic reaction: reactants, conditions, products, and yield From a dataset of the Open Reaction Database (ORD), a public repository of structured organic reaction records. Reactants: CO, O=C(NC1CCN(c2nc(-c3ccccc3O)nc3ccc(F)cc23)C1)OCc1ccccc1. The product is NC1CCN(c2nc(-c3ccccc3O)nc3ccc(F)cc23)C1. RXN SMILES: [CH3:35][OH:36].[F:1][c:2]1[cH:3][c:4]2[c:5]([N:19]3[CH2:20][CH:21]([NH:24][C:25](=[O:26])[O:27][CH2:28][c:29]4[cH:30][cH:31][cH:32][cH:33][cH:34]4)[CH2:22][CH2:23]3)[n:6][c:7](-[c:12]3[c:13]([OH:18])[cH:14][cH:15][cH:16][cH:17]3)[n:8][c:9]2[cH:10][cH:11]1>>[F:1][c:2]1[cH:3][c:4]2[c:5]([N:19]3[CH2:20][CH:21]([NH2:24])[CH2:22][CH2:23]3)[n:6][c:7](-[c:12]3[c:13]([OH:18])[cH:14][cH:15][cH:16][cH:17]3)[n:8][c:9]2[cH:10][cH:11]1. Starting materials: C(=O)(C(F)(F)F)O (TFA), FC(C1=NN=C2N1N=C(C=C2)N2CCC(CC2)C2=CNC1=CC=C(C=C21)C(=O)N2CCN(CC2)C(=O)[O-])(F)F (4-[3-[1-(3-(trifluoromethyl)-[1,2,4]triazolo[4,3-b]pyridazin-6-yl]piperidin-4-yl]-1H-indole-5-carbonyl]piperazine-1-carboxylate). Solvent: C(Cl)Cl (DCM). Run at time 1 hour. The product is N1(CCNCC1)C(=O)C=1C=C2C(=CNC2=CC1)C1CCN(CC1)C=1C=CC=2N(N1)C(=NN2)C(F)(F)F (6-[4-[5-(piperazin-1-ylcarbonyl)-1H-indol-3-yl]piperidin-1-yl]-3-(trifluoromethyl)[1,2,4]triazolo[4,3-b]pyridazine). The yield is 97.8%. As a reaction SMILES: C(O)(C(F)(F)F)=O.[F:8][C:9]([F:46])([F:45])[C:10]1[N:14]2[N:15]=[C:16]([N:19]3[CH2:24][CH2:23][CH:22]([C:25]4[C:33]5[C:28](=[CH:29][CH:30]=[C:31]([C:34]([N:36]6[CH2:41][CH2:40][N:39](C([O-])=O)[CH2:38][CH2:37]6)=[O:35])[CH:32]=5)[NH:27][CH:26]=4)[CH2:21][CH2:20]3)[CH:17]=[CH:18][C:13]2=[N:12][N:11]=1>C(Cl)Cl>[N:36]1([C:34]([C:31]2[CH:32]=[C:33]3[C:28](=[CH:29][CH:30]=2)[NH:27][CH:26]=[C:25]3[CH:22]2[CH2:23][CH2:24][N:19]([C:16]3[CH:17]=[CH:18][C:13]4[N:14]([C:10]([C:9]([F:46])([F:8])[F:45])=[N:11][N:12]=4)[N:15]=3)[CH2:20][CH2:21]2)=[O:35])[CH2:37][CH2:38][NH:39][CH2:40][CH2:41]1. Procedure details: TFA (1 mL) was added in one portion at ambient temperature to a stirred solution of tert-butyl [4-[3-[1-(3-(trifluoromethyl)-[1,2,4]triazolo[4,3-b]pyridazin-6-yl]piperidin-4-yl]-1H-indole-5-carbonyl]piperazine-1-carboxylate (190 mg, 0.32 mmol) in DCM (2 mL). The resulting solution was stirred for 1 hour then applied to an SCX column and eluted with MeOH followed by 2M ammonia in MeOH. Pure fractions were combined and concentrated by evaporation then triturated with ether to give a solid which wa...